Dataset: the Open Reaction Database (ORD), a public repository of structured organic reaction records. Task: describe an organic reaction: reactants, conditions, products, and yield Reactants: CCCCCCCCCCCCO, Cc1ccccc1, O=C1C=CC(=O)O1. The product is CCCCCCCCCCCCOC(=O)C=CC(=O)O. As a reaction SMILES: [CH2:8]([CH2:9][CH2:10][CH2:11][CH2:12][CH2:13][CH2:14][CH2:15][CH2:16][CH2:17][CH2:18][CH3:19])[OH:20].[CH3:21][c:22]1[cH:23][cH:24][cH:25][cH:26][cH:27]1.[O:1]=[C:2]1[O:3][C:4](=[O:5])[CH:6]=[CH:7]1>>[O:1]=[C:2]([CH:7]=[CH:6][C:4]([OH:3])=[O:5])[O:20][CH2:8][CH2:9][CH2:10][CH2:11][CH2:12][CH2:13][CH2:14][CH2:15][CH2:16][CH2:17][CH2:18][CH3:19]. Starting materials: suspension, [H-].[Na+] (sodium hydride), oil, CI (Methyl iodide), C(C#C)N1N=NC=2N(C1=O)C=NC2C=2NC(=CN2)C=2SC=CC2 (3-(Prop-2-ynyl)-8-(5-(thiophen-2-yl)-1H-imidazol-2-yl)imidazo[5,1-d][1,2,3,5]tetrazin-4(3H)-one). Solvent: CN(C)C=O (DMF). Reaction conditions: time 10 minute. The product is CN1C(=NC(=C1)C=1SC=CC1)C=1N=CN2C1N=NN(C2=O)CC#C (8-(1-Methyl-4-(thiophen-2-yl)-1H-imidazol-2-yl)-3-(prop-2-ynyl)imidazo[5,1-d][1,2,3,5]tetrazin-4(3H)-one). The yield is 90.0%. Reaction SMILES: [CH2:1]([N:4]1[C:9](=[O:10])[N:8]2[CH:11]=[N:12][C:13]([C:14]3[NH:15][C:16]([C:19]4[S:20][CH:21]=[CH:22][CH:23]=4)=[CH:17][N:18]=3)=[C:7]2[N:6]=[N:5]1)[C:2]#[CH:3].[H-].[Na+].[CH3:26]I>CN(C=O)C>[CH3:26][N:18]1[CH:17]=[C:16]([C:19]2[S:20][CH:21]=[CH:22][CH:23]=2)[N:15]=[C:14]1[C:13]1[N:12]=[CH:11][N:8]2[C:9](=[O:10])[N:4]([CH2:1][C:2]#[CH:3])[N:5]=[N:6][C:7]=12 |f:1.2|. Procedure details: 3-(Prop-2-ynyl)-8-(5-(thiophen-2-yl)-1H-imidazol-2-yl)imidazo[5,1-d][1,2,3,5]tetrazin-4(3H)-one (0.15 mmol) was dissolved in dry DMF (1 mL) and cooled in ice under a nitrogen atmosphere. A 60% suspension of sodium hydride in mineral oil (0.17 mmol) was added in one portion and the reaction stirred on ice for 10 minutes. Methyl iodide (0.30 mmol) was then added dropwise to the reaction and the mixture stirred at room temperature for 24 hours. Solvent was then removed under vacuum and product isol... The reactants are ClC1=CC(=CC=C1)C(=O)OO (m-Chloroperbenzoic acid), C(C)(C)(C)OC(=O)N(C1=CC=C(C(=C1C(=O)OC)C=C)C=1NN=CC1)C(=O)OC(C)(C)C (methyl 6-[bis-(tert-butoxycarbonyl)amino]-3-(2H-pyrazol-3-yl)-2-vinylbenzoate), C(C)(C)(C)OC(=O)N(C1=CC=C(C(=C1C(=O)OC)C=C)C=1NN=CC1)C(=O)OC(C)(C)C (methyl 6-[bis-(tert-butoxycarbonyl)amino]-3-(2H-pyrazol-3-yl)-2-vinylbenzoate), C[N+]1(CCOCC1)[O-] (N-methylmorpholine N-oxide). Reagents/catalysts: CC(C)(C)C1=CC(=C(C(=C1)C=N[C@H]2CCCC[C@@H]2N=CC3=CC(=CC(=C3[O-])C(C)(C)C)C(C)(C)C)[O-])C(C)(C)C.[Cl-].[Mn+3] ((S,S)-(+)-N,N′-bis(3,5-di-tert-butylsalicylidene)-1,2-cyclohexanediamino manganese (III) chloride). The solvent is C(Cl)Cl (DCM). Conditions: temperature 0 celsius, time 20 minute. Product: C(C)(C)(C)OC(=O)N(C1=C(C=2C(CN3C(C2C=C1)=CC=N3)O)C(=O)OC)C(=O)OC(C)(C)C (methyl 8-[bis-(tert-butoxycarbonyl)amino]-6-hydroxy-5,6-dihydro-pyrazolo[5,1-a]isoquinoline-7-carboxylate). The yield is 11.7%. As a reaction SMILES: [C:1]([O:5][C:6]([N:8]([C:26]([O:28][C:29]([CH3:32])([CH3:31])[CH3:30])=[O:27])[C:9]1[C:14]([C:15]([O:17][CH3:18])=[O:16])=[C:13]([CH:19]=[CH2:20])[C:12]([C:21]2[NH:22][N:23]=[CH:24][CH:25]=2)=[CH:11][CH:10]=1)=[O:7])([CH3:4])([CH3:3])[CH3:2].C[N+]1([O-])CC[O:37]CC1.ClC1C=CC=C(C(OO)=O)C=1>C(Cl)Cl.CC(C1C=C(C=N[C@@H]2[C@@H](N=CC3C([O-])=C(C(C)(C)C)C=C(C(C)(C)C)C=3)CCCC2)C([O-])=C(C(C)(C)C)C=1)(C)C.[Cl-].[Mn+3]>[C:29]([O:28][C:26]([N:8]([C:6]([O:5][C:1]([CH3:4])([CH3:2])[CH3:3])=[O:7])[C:9]1[CH:10]=[CH:11][C:12]2[C:21]3=[CH:25][CH:24]=[N:23][N:22]3[CH2:20][CH:19]([OH:37])[C:13]=2[C:14]=1[C:15]([O:17][CH3:18])=[O:16])=[O:27])([CH3:32])([CH3:31])[CH3:30] |f:4.5.6|. Reported procedure: To a cooled solution of methyl 6-[bis-(tert-butoxycarbonyl)amino]-3-(2H-pyrazol-3-yl)-2-vinylbenzoate (Intermediate 9, 2.4 g) in anhydrous DCM (100 mL) at 0° C. was added (S,S)-(+)-N,N′-bis(3,5-di-tert-butylsalicylidene)-1,2-cyclohexanediamino manganese (III) chloride (0.280 g) and N-methylmorpholine N-oxide (3.2 g). m-Chloroperbenzoic acid (3.8 g) was then added portionwise and the reaction mixture was stirred at 0° C. for 20 minutes. The resultant mixture was quenched by the addition of 2M aqu... Reactants: CO, CCOC(=O)C1CC1(C)c1ccc(C(F)(F)F)c(F)c1, [Na+], [OH-]. Product: CC1(c2ccc(C(F)(F)F)c(F)c2)CC1C(=O)O. RXN SMILES: [CH3:23][OH:24].[F:1][c:2]1[cH:3][c:4]([C:12]2([CH3:20])[CH:13]([C:15](=[O:16])[O:17][CH2:18][CH3:19])[CH2:14]2)[cH:5][cH:6][c:7]1[C:8]([F:9])([F:10])[F:11].[Na+:22].[OH-:21]>>[F:1][c:2]1[cH:3][c:4]([C:12]2([CH3:20])[CH:13]([C:15](=[O:16])[OH:17])[CH2:14]2)[cH:5][cH:6][c:7]1[C:8]([F:9])([F:10])[F:11]. Run at time 0.5 hour. The reactants are C(C1=CC=CC=C1)(=O)N(CCCC=1C=C(OCC(=O)O)C=CC1)CCC(C1=CC=CC=C1)C1=CC=CC=C1 ((3-{3-[benzoyl(3,3-diphenylpropyl)amino]propyl}phenoxy)acetic acid), [OH-].[Na+] (NaOH). Yields the product C(C1=CC=CC=C1)(=O)N(CCCC=1C=C(OCC(=O)[O-])C=CC1)CCC(C1=CC=CC=C1)C1=CC=CC=C1.[Na+] (sodium (3-{3-[benzoyl(3,3-diphenylpropyl)amino]propyl}phenoxy)acetate). RXN SMILES: [C:1]([N:9]([CH2:24][CH2:25][CH:26]([C:33]1[CH:38]=[CH:37][CH:36]=[CH:35][CH:34]=1)[C:27]1[CH:32]=[CH:31][CH:30]=[CH:29][CH:28]=1)[CH2:10][CH2:11][CH2:12][C:13]1[CH:14]=[C:15]([CH:21]=[CH:22][CH:23]=1)[O:16][CH2:17][C:18]([OH:20])=[O:19])(=[O:8])[C:2]1[CH:7]=[CH:6][CH:5]=[CH:4][CH:3]=1.[OH-].[Na+:40]>CO>[C:1]([N:9]([CH2:24][CH2:25][CH:26]([C:27]1[CH:28]=[CH:29][CH:30]=[CH:31][CH:32]=1)[C:33]1[CH:38]=[CH:37][CH:36]=[CH:35][CH:34]=1)[CH2:10][CH2:11][CH2:12][C:13]1[CH:14]=[C:15]([CH:21]=[CH:22][CH:23]=1)[O:16][CH2:17][C:18]([O-:20])=[O:19])(=[O:8])[C:2]1[CH:3]=[CH:4][CH:5]=[CH:6][CH:7]=1.[Na+:40] |f:1.2,4.5|. Run in CO (MeOH). Reported procedure: To a solution of (3-{3-[benzoyl(3,3-diphenylpropyl)amino]propyl}phenoxy)acetic acid (110 mg) in MeOH (1 mL) was added 1M NaOH aqueous solution (0.217 mL) at ambient temperature. The mixture was stirred for 0.5 hours at the same temperature. The resulting mixture was evaporated in vacuo. The residue was triturated with diisopropylether to give a sodium (3-{3-[benzoyl(3,3-diphenylpropyl)amino]propyl}phenoxy)acetate. Reactants: FC1(C(C1)C=1OC2=C(C1C(=O)NC)C=C(C(=C2)N(S(=O)(=O)C)C)B2OC(C(O2)(C)C)(C)C)F (2-(2,2-difluorocyclopropyl)-N-methyl-6-(N-methylmethylsulfonamido)-5-(4,4,5,5-tetramethyl-1,3,2-dioxaborolan-2-yl)benzofuran-3-carboxamide), ClC=1C=CC2=C(C=3N(C=4C=CC=C(C4C3)F)CO2)N1 (2-chloro-11-fluoro-6H-pyrido[2′,3′:5,6][1,3]oxazino[3,4-a]indole), CC(C)C1=CC(=C(C(=C1)C(C)C)C2=C(C=CC=C2)P(C3CCCCC3)C4CCCCC4)C(C)C (X-Phos), [O-]P(=O)([O-])[O-].[K+].[K+].[K+] (K3PO4). The reagents and catalysts are C=1C=CC(=CC1)/C=C/C(=O)/C=C/C2=CC=CC=C2.C=1C=CC(=CC1)/C=C/C(=O)/C=C/C2=CC=CC=C2.C=1C=CC(=CC1)/C=C/C(=O)/C=C/C2=CC=CC=C2.[Pd].[Pd] (Pd2(dba)3). The solvent is CN(C)C=O (DMF), O (Water). Conditions: temperature 100 celsius, time 6 hour. Yields the product FC1(C(C1)C=1OC2=C(C1C(=O)NC)C=C(C(=C2)N(S(=O)(=O)C)C)C=2C=CC1=C(C=3N(C=4C=CC=C(C4C3)F)CO1)N2)F (2-(2,2-difluorocyclopropyl)-5-(11-fluoro-6H-pyrido[2′,3′:5,6][1,3]oxazino[3,4-a]indol-2-yl)-N-methyl-6-(N-methylmethylsulfonamido)benzofuran-3-carboxamide). Yield: 8.4%. RXN SMILES: [F:1][C:2]1([F:33])[CH2:4][CH:3]1[C:5]1[O:6][C:7]2[CH:17]=[C:16]([N:18]([CH3:23])[S:19]([CH3:22])(=[O:21])=[O:20])[C:15](B3OC(C)(C)C(C)(C)O3)=[CH:14][C:8]=2[C:9]=1[C:10]([NH:12][CH3:13])=[O:11].Cl[C:35]1[CH:36]=[CH:37][C:38]2[O:51][CH2:50][N:41]3[C:42]4[CH:43]=[CH:44][CH:45]=[C:46]([F:49])[C:47]=4[CH:48]=[C:40]3[C:39]=2[N:52]=1.CC(C1C=C(C(C)C)C(C2C=CC=CC=2P(C2CCCCC2)C2CCCCC2)=C(C(C)C)C=1)C.[O-]P([O-])([O-])=O.[K+].[K+].[K+]>CN(C=O)C.C1C=CC(/C=C/C(/C=C/C2C=CC=CC=2)=O)=CC=1.C1C=CC(/C=C/C(/C=C/C2C=CC=CC=2)=O)=CC=1.C1C=CC(/C=C/C(/C=C/C2C=CC=CC=2)=O)=CC=1.[Pd].[Pd].O>[F:33][C:2]1([F:1])[CH2:4][CH:3]1[C:5]1[O:6][C:7]2[CH:17]=[C:16]([N:18]([CH3:23])[S:19]([CH3:22])(=[O:20])=[O:21])[C:15]([C:35]3[CH:36]=[CH:37][C:38]4[O:51][CH2:50][N:41]5[C:42]6[CH:43]=[CH:44][CH:45]=[C:46]([F:49])[C:47]=6[CH:48]=[C:40]5[C:39]=4[N:52]=3)=[CH:14][C:8]=2[C:9]=1[C:10]([NH:12][CH3:13])=[O:11] |f:3.4.5.6,8.9.10.11.12|. Reported procedure: A mixture of 2-(2,2-difluorocyclopropyl)-N-methyl-6-(N-methylmethylsulfonamido)-5-(4,4,5,5-tetramethyl-1,3,2-dioxaborolan-2-yl)benzofuran-3-carboxamide (20 mg, 0.04 mmol), 2-chloro-11-fluoro-6H-pyrido[2′,3′:5,6][1,3]oxazino[3,4-a]indole (11 mg, 0.04 mmol), Pd2(dba)3 (10 mg, 0.01 mmol), X-Phos (10 mg, 0.02 mmol) and K3PO4 (60 mg, 0.12 mmol) in DMF (2 mL) was stirred at 100° C. for 6 h. Water was added and the mixture was extracted with EtOAc. After concentration, the residue was purified by prep-... Starting materials: BrC=1C=C(C(=O)NC=2SC3=C(N2)C(=CC=C3C3OCCOC3)OC)C=CN1 ((±)-2-bromo-N-(7-[1,4]dioxan-2-yl-4-methoxy-benzothiazol-2-yl)-isonicotinamide), C(CCC)[Sn](C=1CCOCC1)(CCCC)CCCC (tributyl-(3,6-dihydro-2H-pyran-4-yl)-stannane), C1(=CC=CC=C1)P(C1=CC=CC=C1)C1=CC=CC=C1 (triphenylphosphine), [Cl-].[Li+] (lithium chloride), C(C)(C)(C)C1=C(C(=CC(=C1)C)C(C)(C)C)O (2,6-di-tert-butyl-4-methylphenol). The reagents and catalysts are Cl[Pd]([P](C1=CC=CC=C1)(C2=CC=CC=C2)C3=CC=CC=C3)([P](C4=CC=CC=C4)(C5=CC=CC=C5)C6=CC=CC=C6)Cl (bis(triphenylphosphine)palladium(II) chloride). The solvent is CN(C)C=O (DMF). Reaction conditions: temperature 100 celsius. Product: O1CCC(=CC1)C=1C=C(C(=O)NC=2SC3=C(N2)C(=CC=C3C3OCCOC3)OC)C=CN1 ((±)-2-(3,6-dihydro-2H-pyran-4-yl)-N-(7-[1,4]dioxan-2-yl-4-methoxy-benzothiazol-2-yl)-isonicotinamide). The yield is 77.2%. RXN SMILES: Br[C:2]1[CH:3]=[C:4]([CH:25]=[CH:26][N:27]=1)[C:5]([NH:7][C:8]1[S:9][C:10]2[C:16]([CH:17]3[CH2:22][O:21][CH2:20][CH2:19][O:18]3)=[CH:15][CH:14]=[C:13]([O:23][CH3:24])[C:11]=2[N:12]=1)=[O:6].C([Sn](CCCC)(CCCC)[C:33]1[CH2:34][CH2:35][O:36][CH2:37][CH:38]=1)CCC.C1(P(C2C=CC=CC=2)C2C=CC=CC=2)C=CC=CC=1.[Cl-].[Li+].C(C1C=C(C)C=C(C(C)(C)C)C=1O)(C)(C)C>CN(C=O)C.Cl[Pd](Cl)([P](C1C=CC=CC=1)(C1C=CC=CC=1)C1C=CC=CC=1)[P](C1C=CC=CC=1)(C1C=CC=CC=1)C1C=CC=CC=1>[O:36]1[CH2:35][CH:34]=[C:33]([C:2]2[CH:3]=[C:4]([CH:25]=[CH:26][N:27]=2)[C:5]([NH:7][C:8]2[S:9][C:10]3[C:16]([CH:17]4[CH2:22][O:21][CH2:20][CH2:19][O:18]4)=[CH:15][CH:14]=[C:13]([O:23][CH3:24])[C:11]=3[N:12]=2)=[O:6])[CH2:38][CH2:37]1 |f:3.4,^1:91,110|. Procedure: To a stirred solution of 180 mg (0.40 mmol) (±)-2-bromo-N-(7-[1,4]dioxan-2-yl-4-methoxy-benzothiazol-2-yl)-isonicotinamide in 10 ml DMF were added 298 mg (0.80 mmol) tributyl-(3,6-dihydro-2H-pyran-4-yl)-stannane, 34 mg (0.05 mmol) bis(triphenylphosphine)palladium(II) chloride, 63 mg (0.24 mmol) triphenylphosphine, 136 mg (3.20 mmol) lithium chloride and a small spatula-end of 2,6-di-tert-butyl-4-methylphenol. The mixture was heated at 100° C. for 24 h and then concentrated in vacuo. Flash chroma...